From a dataset of the Open Reaction Database (ORD), a public repository of structured organic reaction records. describe an organic reaction: reactants, conditions, products, and yield The reactants are S(O)(O)(=O)=O (sulphuric acid), N (ammonia), C1OC2(CCC(CC2)C#CCCC)OC1 (1,1-ethylenedioxy-4-(1-pentynyl)cyclohexane), N (ammonia), [Na] (sodium). Run in CC(=O)C (acetone), O (water), O1CCCC1 (tetrahydrofuran). Reaction conditions: time 8 hour. The product is C(=C\CCC)/C1CCC(CC1)=O (4-(1E-pentenyl)cyclohexanone). Isolated yield 83.5%. RXN SMILES: C1CO[C:3]2([CH2:8][CH2:7][CH:6]([C:9]#[C:10][CH2:11][CH2:12][CH3:13])[CH2:5][CH2:4]2)[O:2]1.N.[Na].S(=O)(=O)(O)O>O1CCCC1.O.CC(C)=O>[CH:9](/[CH:6]1[CH2:5][CH2:4][C:3](=[O:2])[CH2:8][CH2:7]1)=[CH:10]\[CH2:11][CH2:12][CH3:13] |^1:16|. Procedure: A solution of 4.5 g of 1,1-ethylenedioxy-4-(1-pentynyl)cyclohexane in 54 ml of tetrahydrofuran was treated dropwise with about 50 ml of pre-condensed ammonia in a sulphonation flask equipped with magnetic stirrer. The mixture was subsequently treated portionwise at -78° C. within 7 hours with 1.3 g of sodium. 1.5 hours after the last addition the ammonia was evaporated off and the reaction mixture was neutralized with 25% hydrochloric acid and left to stand overnight. Thereafter, the reaction mi... Reactants: CN(CCCN)C (N,N-dimethyl-1,3-propane diamine), C12(CC3CC(CC(C1)C3)C2)C(=O)Cl (1-adamantane carboxylic acid chloride). Run in C1=CC=CC=C1 (benzene). Yields the product Cl.CN(CCCNC(=O)C12CC3CC(CC(C1)C3)C2)C (N-(3-dimethylaminopropyl) adamantane 1-carboxamide hydrochloride). Yield: 67.9%. As a reaction SMILES: [CH3:1][N:2]([CH3:7])[CH2:3][CH2:4][CH2:5][NH2:6].[C:8]12([C:18]([Cl:20])=[O:19])[CH2:17][CH:12]3[CH2:13][CH:14]([CH2:16][CH:10]([CH2:11]3)[CH2:9]1)[CH2:15]2>C1C=CC=CC=1>[ClH:20].[CH3:1][N:2]([CH3:7])[CH2:3][CH2:4][CH2:5][NH:6][C:18]([C:8]12[CH2:17][CH:12]3[CH2:11][CH:10]([CH2:16][CH:14]([CH2:13]3)[CH2:15]1)[CH2:9]2)=[O:19] |f:3.4|. Procedure details: 2.5 grams of N,N-dimethyl-1,3-propane diamine was added to a cold solution of 5 grams 1-adamantane carboxylic acid chloride in 15cc benzene. An immediate precipitate formed. The mixture was stirred and permitted to sit for thirty minutes. The precipitate was washed with benzene several times, centrifuged, and dried in vacuum, yielding 5 grams of N-(3-dimethylaminopropyl) adamantane 1-carboxamide hydrochloride having a melting point of 154°-157° C. This product was dissolved in 150cc acetone, pla... Starting materials: CN(C)C=Nc1cc([N+](=O)[O-])ccc1C#N, CCOC(C)=O, [Cl-], [Cl-], [Cl-], [Cl-], Cl, [Na+], [Na+], C1CCOC1, [OH-], O, [Ti+3]. Yields the product CN(C)C=Nc1cc(N)ccc1C#N. As a reaction SMILES: [C:1](#[N:2])[c:3]1[c:4]([N:12]=[CH:13][N:14]([CH3:15])[CH3:16])[cH:5][c:6]([N+:9]([O-:10])=[O:11])[cH:7][cH:8]1.[CH3:28][CH2:29][O:30][C:31](=[O:32])[CH3:33].[Cl-:20].[Cl-:34].[Cl-:35].[Cl-:36].[ClH:26].[Na+:18].[Na+:19].[O:21]1[CH2:22][CH2:23][CH2:24][CH2:25]1.[OH-:17].[OH2:27].[Ti+3:37]>>[C:1](#[N:2])[c:3]1[c:4]([N:12]=[CH:13][N:14]([CH3:15])[CH3:16])[cH:5][c:6]([NH2:9])[cH:7][cH:8]1.